From a dataset of the Open Reaction Database (ORD), a public repository of structured organic reaction records. describe an organic reaction: reactants, conditions, products, and yield The reactants are C(C)OC(=O)C=1C=NC(=CC1NCC1CCCCC1)NC1=CC=C(C=C1)N1CCOCC1 (4-[(cyclohexylmethyl)amino]-6-[(4-morpholinophenyl)amino]pyridine-3-carboxylic acid ethyl ester), Cl (hydrochloric acid). Solvent: C(C)O.O1CCCC1 (ethanol tetrahydrofuran), [OH-].[Na+] (sodium hydroxide), O (water). Run at temperature 100 celsius. Product: C1(CCCCC1)CNC1=C(C=NC(=C1)NC1=CC=C(C=C1)N1CCOCC1)C(=O)O (4-[(cyclohexylmethyl)amino]-6-[(4-morpholinophenyl)amino]pyridine-3-carboxylic acid). The yield is 106.8%. RXN SMILES: C([O:3][C:4]([C:6]1[CH:7]=[N:8][C:9]([NH:20][C:21]2[CH:26]=[CH:25][C:24]([N:27]3[CH2:32][CH2:31][O:30][CH2:29][CH2:28]3)=[CH:23][CH:22]=2)=[CH:10][C:11]=1[NH:12][CH2:13][CH:14]1[CH2:19][CH2:18][CH2:17][CH2:16][CH2:15]1)=[O:5])C.Cl>C(O)C.O1CCCC1.[OH-].[Na+].O>[CH:14]1([CH2:13][NH:12][C:11]2[CH:10]=[C:9]([NH:20][C:21]3[CH:26]=[CH:25][C:24]([N:27]4[CH2:32][CH2:31][O:30][CH2:29][CH2:28]4)=[CH:23][CH:22]=3)[N:8]=[CH:7][C:6]=2[C:4]([OH:5])=[O:3])[CH2:15][CH2:16][CH2:17][CH2:18][CH2:19]1 |f:2.3,4.5|. Procedure details: 108 mg of 4-[(cyclohexylmethyl)amino]-6-[(4-morpholinophenyl)amino]pyridine-3-carboxylic acid ethyl ester was dissolved in 4 mL of ethanol-tetrahydrofuran (1:1), to which 2 mL of 2 mol/L sodium hydroxide in water was added at room temperature, and stirred while heating at 100° C. for 2 hours. Under ice cooling, hydrochloric acid was added to acidify (about pH 4) the reaction mixture, extracted with chloroform, the extract was washed with water, and dried on anhydrous sodium sulfate. The solvent ... Starting materials: C(Cl)Cl (CH2Cl2), [Si](C)(C)(C)Cl (TMS-Cl), OC(CCC[C@@H](CCCC=O)C)(C)C ((S)-9-hydroxy-5,9-dimethyl-decanal). The reagents and catalysts are CN(C)C=1C=CN=CC1 (DMAP). Solvent: CCN(CC)CC (NEt3). Reaction conditions: time 30 minute. Yields the product C[C@H](CCCC=O)CCCC(C)(O[Si](C)(C)C)C ((S)-5,9-dimethyl-9-trimethylsilanyloxy-decanal). As a reaction SMILES: [OH:1][C:2]([CH3:14])([CH3:13])[CH2:3][CH2:4][CH2:5][C@H:6]([CH3:12])[CH2:7][CH2:8][CH2:9][CH:10]=[O:11].C(Cl)Cl.[Si:18](Cl)([CH3:21])([CH3:20])[CH3:19]>CN(C1C=CN=CC=1)C.CCN(CC)CC>[CH3:12][C@@H:6]([CH2:5][CH2:4][CH2:3][C:2]([CH3:13])([O:1][Si:18]([CH3:21])([CH3:20])[CH3:19])[CH3:14])[CH2:7][CH2:8][CH2:9][CH:10]=[O:11]. Procedure: 3.10 g of (S)-9-hydroxy-5,9-dimethyl-decanal was dissolved in 60 ml of abs. CH2Cl2 and treated successively at 0° with 57 mg of DMAP, 7.0 ml of NEt3 and 3.1 ml of TMS-Cl. The reaction mixture was kept for 30 minutes at RT and then poured onto crushed ice, extracted twice with ether, washed twice with water and brine, dried over sodium sulfate and evaporated to dryness. Flash chromatography (SiO2, hexane/AcOEt=95/5) yielded 3.90 g of (S)-5,9-dimethyl-9-trimethylsilanyloxy-decanal as colorless oil... The reactants are C1(=CC(=CC=C1)[C@H](C(=O)O)C)C ((2R)-2-(m-tolyl)propionic acid), S(O)(O)(=O)=O (sulfuric acid), C([O-])([O-])=O.[Na+].[Na+] (sodium carbonate). Run in CO (methanol). Product: C1(=CC(=CC=C1)[C@H](C(=O)OC)C)C (methyl (2R)-2-(m-tolyl)propionate). As a reaction SMILES: [C:1]1([CH3:12])[CH:6]=[CH:5][CH:4]=[C:3]([C@@H:7]([CH3:11])[C:8]([OH:10])=[O:9])[CH:2]=1.S(=O)(=O)(O)O.[C:18](=O)([O-])[O-].[Na+].[Na+]>CO>[C:1]1([CH3:12])[CH:6]=[CH:5][CH:4]=[C:3]([C@@H:7]([CH3:11])[C:8]([O:10][CH3:18])=[O:9])[CH:2]=1 |f:2.3.4|. Procedure: To (2R)-2-(m-tolyl)propionic acid (12.45 g) were added methanol (14.83 g) and concentrated sulfuric acid (6.46 g), and the mixture was stirred under refluxing for 6 hr. Then, the mixture was neutralized with 10% aqueous sodium carbonate solution, and extracted with hexane. After drying over magnesium sulfate, the residue was concentrated under reduced pressure to give the title compound (12.79 g). The structural property was as described below. Reactants: NC=1C=CC(=C(C1)C=1C(N(C2=CC(=NC=C2C1)C)C)=O)C (3-(5-amino-2-methylphenyl)-1,7-dimethyl-1,6-naphthyridin-2(1H)-one), C(=S)(N1C(C=CC=C1)=O)N1C(C=CC=C1)=O (1,1′-thiocarbonyldipyridin-2(1H)-one). The solvent is C(Cl)Cl (DCM). Product: N(=C=S)C=1C=CC(=C(C1)C=1C(N(C2=CC(=NC=C2C1)C)C)=O)C (3-(5-isothiocyanato-2-methylphenyl)-1,7-dimethyl-1,6-naphthyridin-2(1H)-one). Reaction SMILES: [NH2:1][C:2]1[CH:3]=[CH:4][C:5]([CH3:21])=[C:6]([C:8]2[C:9](=[O:20])[N:10]([CH3:19])[C:11]3[C:16]([CH:17]=2)=[CH:15][N:14]=[C:13]([CH3:18])[CH:12]=3)[CH:7]=1.[C:22](N1C=CC=CC1=O)(N1C=CC=CC1=O)=[S:23]>C(Cl)Cl>[N:1]([C:2]1[CH:3]=[CH:4][C:5]([CH3:21])=[C:6]([C:8]2[C:9](=[O:20])[N:10]([CH3:19])[C:11]3[C:16]([CH:17]=2)=[CH:15][N:14]=[C:13]([CH3:18])[CH:12]=3)[CH:7]=1)=[C:22]=[S:23]. Reported procedure: To a solution of 3-(5-amino-2-methylphenyl)-1,7-dimethyl-1,6-naphthyridin-2(1H)-one 15 (280 mg, 1 mmol) in DCM (5 mL) was added 1,1′-thiocarbonyldipyridin-2(1H)-one (233 mg, 1 mmol) at rt. The solvent was removed in vacuo after 1 h. The crude white solid of 3-(5-isothiocyanato-2-methylphenyl)-1,7-dimethyl-1,6-naphthyridin-2(1H)-one 19 was used without further purification. 1H NMR (400 MHz, CDCl3) δ 8.64 (s, 1H), 7.18 (d, J=8.0 Hz, 1H), 7.09 (dd, J=2.4, 8.0 Hz, 1H), 7.05 (d, J=2 Hz, 1H), 7.04 (s,...